Task: describe an organic reaction: reactants, conditions, products, and yield. Dataset: the Open Reaction Database (ORD), a public repository of structured organic reaction records Starting materials: C(C)C1(COC2=CC(=CC=C2C1CCCCCCCCCC(C(=O)O)CCCCCCC(C(F)(F)F)(F)F)O)C1=CC=C(C=C1)O (11-[(3RS,4RS)-3-ethyl-7-hydroxy-3-(4-hydroxyphenyl)chroman-4-yl]-2-(7,7,8,8,8-pentafluorooctyl)-undecanoic acid), FC(CCCC(C(=O)OCC)CCCCCCC=C)(C(F)(F)F)F (ethyl 2-(4,4,5,5,5-pentafluoropentyl)-9-decenoate). Yields the product C(C)C1(COC2=CC(=CC=C2C1CCCCCCCCCC(C(=O)O)CCCC(C(F)(F)F)(F)F)O)C1=CC=C(C=C1)O (11-[(3RS,4RS)-3-ethyl-7-hydroxy-3-(4-hydroxyphenyl)chroman-4-yl]-2-(4,4,5,5,5-pentafluoropentyl)undecanoic acid). Reaction SMILES: [CH2:1]([C:3]1([C:40]2[CH:45]=[CH:44][C:43]([OH:46])=[CH:42][CH:41]=2)[CH:12]([CH2:13][CH2:14][CH2:15][CH2:16][CH2:17][CH2:18][CH2:19][CH2:20][CH2:21][CH:22](CCCCCCC(F)(F)C(F)(F)F)[C:23]([OH:25])=[O:24])[C:11]2[C:6](=[CH:7][C:8]([OH:39])=[CH:9][CH:10]=2)[O:5][CH2:4]1)[CH3:2].[F:47][C:48]([F:70])([C:66]([F:69])([F:68])[F:67])[CH2:49][CH2:50][CH2:51]C(CCCCCCC=C)C(OCC)=O>>[CH2:1]([C:3]1([C:40]2[CH:45]=[CH:44][C:43]([OH:46])=[CH:42][CH:41]=2)[CH:12]([CH2:13][CH2:14][CH2:15][CH2:16][CH2:17][CH2:18][CH2:19][CH2:20][CH2:21][CH:22]([CH2:51][CH2:50][CH2:49][C:48]([F:70])([F:47])[C:66]([F:69])([F:68])[F:67])[C:23]([OH:25])=[O:24])[C:11]2[C:10](=[CH:9][C:8]([OH:39])=[CH:7][CH:6]=2)[O:5][CH2:4]1)[CH3:2]. Reported procedure: Starting with the allyl compound prepared in Example 21 and the ethyl 2-(4,4,5,5,5-pentafluoropentyl)-9-decenoate prepared in Example 6, the same procedure as shown in Example 21 was repeated to give 11-[(3RS,4RS)-3-ethyl-7-hydroxy-3-(4-hydroxyphenyl)chroman-4-yl]-2-(4,4,5,5,5-pentafluoropentyl)undecanoic acid.